describe an organic reaction: reactants, conditions, products, and yield From a dataset of the Open Reaction Database (ORD), a public repository of structured organic reaction records. Yield: 91.0%. Conditions: temperature 25 celsius. Product: O.NCCNCCNCCN (Triethylenetetramine hydrate). The solvent is C1(=CC=CC=C1)C (toluene). Starting materials: O (water), NCCNCCNCCN (triethylenetetramine), NCCNCCNCCN (triethylenetetramine). RXN SMILES: [NH2:1][CH2:2][CH2:3][NH:4][CH2:5][CH2:6][NH:7][CH2:8][CH2:9][NH2:10].[OH2:11]>C1(C)C=CC=CC=1>[OH2:11].[NH2:1][CH2:2][CH2:3][NH:4][CH2:5][CH2:6][NH:7][CH2:8][CH2:9][NH2:10] |f:3.4|. Reported procedure: 520 g of commercial triethylenetetramine (starting purity 62%, GC in % area) are dissolved in 800 mL of toluene. 80 mL of water are added under stirring, the mixture is cooled at 25° C. and seeded with purified triethylenetetramine. The suspension is stirred for 45 min. at 20° C., then cooled at 5-10° C. for 1 h. The crystallized solid is filtered, washed with some toluene, then dried at 30° C. under vacuum for 8 h. 365 g of desired product are obtained. Yield: 91% on theoretical Water content: ... The reactants are C(C)(C)(C)OC(=O)N1C(CNC2(CCCC2)C1)(C)C (8,8-dimethyl-6,9-diaza-spiro[4.5]decane-9-carboxylic acid tert-butyl ester), CC(C(CN)N)C (3-methyl-butane-1,2-diamine), CC(C#N)(O)C (acetone cyanohydrin). The product is C(C)(C)(C)OC(=O)N1C(CNC(C1)(C)C)C(C)C (2-Isopropyl-5,5-dimethyl-piperazine-1-carboxylic acid tert-butyl ester). Reaction SMILES: [C:1]([O:5][C:6](N1CC2(CCCC2)NCC1(C)C)=[O:7])([CH3:4])([CH3:3])[CH3:2].[CH3:20][CH:21]([CH3:26])[CH:22]([NH2:25])[CH2:23][NH2:24].[CH3:27][C:28]([CH3:32])(O)[C:29]#N>>[C:1]([O:5][C:6]([N:25]1[CH2:27][C:28]([CH3:32])([CH3:29])[NH:24][CH2:23][CH:22]1[CH:21]([CH3:26])[CH3:20])=[O:7])([CH3:4])([CH3:3])[CH3:2]. Procedure: 2-Isopropyl-5,5-dimethyl-piperazine-1-carboxylic acid tert-butyl ester was synthesized in analogy to 8,8-dimethyl-6,9-diaza-spiro[4.5]decane-9-carboxylic acid tert-butyl ester starting from 3-methyl-butane-1,2-diamine and acetone cyanohydrin.